From a dataset of the Open Reaction Database (ORD), a public repository of structured organic reaction records. describe an organic reaction: reactants, conditions, products, and yield The reactants are [N+](=O)([O-])C=1C(=NC=CC1NC1=NC=C(C=C1)C(F)(F)F)N (3-nitro-N4-(5-(trifluoromethyl)pyridin-2-yl)pyridine-2,4-diamine). Reagents/catalysts: [Pd] (Pd/C). Solvent: CO (MeOH). Run at time 17 hour. Yields the product FC(C=1C=CC(=NC1)NC1=C(C(=NC=C1)N)N)(F)F (N4-(5-(trifluoromethyl)pyridin-2-yl)pyridine-2.3, 4-triamine). As a reaction SMILES: [N+:1]([C:4]1[C:5]([NH2:21])=[N:6][CH:7]=[CH:8][C:9]=1[NH:10][C:11]1[CH:16]=[CH:15][C:14]([C:17]([F:20])([F:19])[F:18])=[CH:13][N:12]=1)([O-])=O>CO.[Pd]>[F:20][C:17]([F:18])([F:19])[C:14]1[CH:15]=[CH:16][C:11]([NH:10][C:9]2[CH:8]=[CH:7][N:6]=[C:5]([NH2:21])[C:4]=2[NH2:1])=[N:12][CH:13]=1. Procedure details: Hydrogenate a mixture of 3-nitro-N4-(5-(trifluoromethyl)pyridin-2-yl)pyridine-2,4-diamine (1.1 g, 0.00368 moles) and 10% Pd/C (150 mg) in 50 mL of MeOH at room temperature under 50 psi of H2 (g). After 17 hours, filter the mixture through Celite, and wash the Celite well with MeOH. Concentrate the filtrate under vacuum to give the title compound as a brown solid. 1H NMR (400 MHz, DMSO-D6) δ 8.81 (s, 1H), 8.41 (s, 1H), 7.819 (d, 1H, J=2.2 Hz), 7.273 (d, 1H, J=1.9 Hz), 6.885 (d, 2H, J=1.9 Hz), 5.6... Reactants: ClC=1C=NC=C(C1NC1=NC2=C(N1C)C=1CC(OC1C(=C2)C(=O)OC)(C)C)Cl (methyl 2-((3,5-dichloropyridin-4-yl)amino)-1,7,7-trimethyl-7,8-dihydro-1H-benzofuro[4,5-d]imidazole-5-carboxylate), C1(CC1)C1=CC=C(N)C=C1 (4-cyclopropylaniline), C[Al](C)C (trimethyl aluminium). Run in C1(=CC=CC=C1)C (toluene). Yields the product C1(CC1)C1=CC=C(C=C1)NC(=O)C1=CC2=C(N(C(=N2)NC2=C(C=NC=C2Cl)Cl)C)C=2CC(OC21)(C)C (N-(4-Cyclopropylphenyl)-2-((3,5-dichloropyridin-4-yl)amino)-1,7,7-trimethyl-7,8-dihydro-1H-benzofuro[4,5-d]imidazole-5-carboxamide). Isolated yield 35.2%. As a reaction SMILES: [Cl:1][C:2]1[CH:3]=[N:4][CH:5]=[C:6]([Cl:28])[C:7]=1[NH:8][C:9]1[N:13]([CH3:14])[C:12]2[C:15]3[CH2:16][C:17]([CH3:27])([CH3:26])[O:18][C:19]=3[C:20]([C:22]([O:24]C)=O)=[CH:21][C:11]=2[N:10]=1.[CH:29]1([C:32]2[CH:38]=[CH:37][C:35]([NH2:36])=[CH:34][CH:33]=2)[CH2:31][CH2:30]1.C[Al](C)C>C1(C)C=CC=CC=1>[CH:29]1([C:32]2[CH:38]=[CH:37][C:35]([NH:36][C:22]([C:20]3[C:19]4[O:18][C:17]([CH3:26])([CH3:27])[CH2:16][C:15]=4[C:12]4[N:13]([CH3:14])[C:9]([NH:8][C:7]5[C:2]([Cl:1])=[CH:3][N:4]=[CH:5][C:6]=5[Cl:28])=[N:10][C:11]=4[CH:21]=3)=[O:24])=[CH:34][CH:33]=2)[CH2:31][CH2:30]1. Procedure: The title compound was prepared following the procedure described for Example-143 by using methyl 2-((3,5-dichloropyridin-4-yl)amino)-1,7,7-trimethyl-7,8-dihydro-1H-benzofuro[4,5-d]imidazole-5-carboxylate (Intermediate-60, 0.100 g, 0.245 mmol), 4-cyclopropylaniline (Intermediate-50, 0.047 g, 0.356 mmol), trimethyl aluminium (2M solution in toluene) (0.5 mL), dry toluene (5.0 mL) to afford 0.045 g of the desired product. 1HNMR (DMSO-d6): δ 0.63 (m, 2H), 0.91 (d, J=6.6 Hz, 2H), 1.60 (s, 6H), 1.89 ... The reactants are C1(=CC=C(C=C1)C=O)C (p-tolualdehyde), C(CC)[Mg]Br (propylmagnesium bromide). Solvent: O1CCCC1 (tetrahydrofuran). Reaction conditions: temperature 0 celsius. The product is CC1=CC=C(C=C1)C(CCC)O (1-(4-Methylphenyl)-butan-1-ol). RXN SMILES: [C:1]1([CH3:9])[CH:6]=[CH:5][C:4]([CH:7]=[O:8])=[CH:3][CH:2]=1.[CH2:10]([Mg]Br)[CH2:11][CH3:12]>O1CCCC1>[CH3:9][C:1]1[CH:6]=[CH:5][C:4]([CH:7]([OH:8])[CH2:10][CH2:11][CH3:12])=[CH:3][CH:2]=1. Procedure: To a flame-dried flask under an argon atmosphere is added 0.59 mL of commercially available p-tolualdehyde and charged with 15 mL of tetrahydrofuran. The solution is cooled to 0° C. and is treated with 3.0 mL (2.0M in diethyl ether) of propylmagnesium bromide. The reaction mixture is left to warm to room temperature overnight and then quenched by the addition of aqueous ammonium chloride. After dilution with diethyl ether the phases are separated; the organic layer is washed with saturated ammon... Starting materials: COC(C(C)(C)NC(=O)C1=C(C2=CC=CC=C2C=C1)OCC=1C=NC(=C(C1)Cl)Cl)=O (2-{[1-(5,6-dichloro-pyridin-3-ylmethoxy)-naphthalene-2-carbonyl]-amino}-2-methyl-propionic acid methyl ester), CO (MeOH), Cl (HCl). The solvent is [OH-].[Na+] (sodium hydroxide). Product: ClC=1C=C(C=NC1OC)COC1=C(C=CC2=CC=CC=C12)C(=O)NC(C(=O)O)(C)C (2-{[1-(5-chloro-6-methoxy-pyridin-3-ylmethoxy)-naphthalene-2-carbonyl]-amino}-2-methyl-propionic acid). As a reaction SMILES: C[O:2][C:3](=[O:30])[C:4]([NH:7][C:8]([C:10]1[CH:19]=[CH:18][C:17]2[C:12](=[CH:13][CH:14]=[CH:15][CH:16]=2)[C:11]=1[O:20][CH2:21][C:22]1[CH:23]=[N:24][C:25](Cl)=[C:26]([Cl:28])[CH:27]=1)=[O:9])([CH3:6])[CH3:5].Cl.[CH3:32][OH:33]>[OH-].[Na+]>[Cl:28][C:26]1[CH:27]=[C:22]([CH2:21][O:20][C:11]2[C:12]3[C:17](=[CH:16][CH:15]=[CH:14][CH:13]=3)[CH:18]=[CH:19][C:10]=2[C:8]([NH:7][C:4]([CH3:5])([CH3:6])[C:3]([OH:2])=[O:30])=[O:9])[CH:23]=[N:24][C:25]=1[O:33][CH3:32] |f:3.4|. Procedure: 82 mg 2-{[1-(5,6-dichloro-pyridin-3-ylmethoxy)-naphthalene-2-carbonyl]-amino}-2-methyl-propionic acid methyl ester in 0.5 ml MeOH and 0.5 ml 2 M aqueous sodium hydroxide solution were heated to 120° C. for 3 min using a microwave reactor. The reaction mixture was acidified with 2 M HCl and the precipitated solid was collected by filtration and purified by RP-HPLC to yield 36 mg 2-{[1-(5-chloro-6-methoxy-pyridin-3-ylmethoxy)-naphthalene-2-carbonyl]-amino}-2-methyl-propionic acid. The reactants are C(C)OC(=C)C1=CC=C(C=C1)C[C@@H](CCO)NC(OC(C)(C)C)=O (1,1-dimethylethyl [(1S)-1-({4-[1-(ethyloxy)ethenyl]phenyl}methyl)-3-hydroxypropyl]carbamate), BrNC(CCC(=O)N)=O (N-bromosuccinamide). Run in O1CCCC1 (tetrahydrofuran), O (water). Product: BrCC(=O)C1=CC=C(C=C1)C[C@@H](CCO)NC(OC(C)(C)C)=O (1,1-dimethylethyl ((1S)-1-{[4-(bromoacetyl)phenyl]methyl}-3-hydroxypropyl)carbamate). The yield is 100.0%. Reaction SMILES: C([O:3][C:4]([C:6]1[CH:11]=[CH:10][C:9]([CH2:12][C@H:13]([NH:17][C:18](=[O:24])[O:19][C:20]([CH3:23])([CH3:22])[CH3:21])[CH2:14][CH2:15][OH:16])=[CH:8][CH:7]=1)=[CH2:5])C.[Br:25]NC(=O)CCC(N)=O>O1CCCC1.O>[Br:25][CH2:3][C:4]([C:6]1[CH:11]=[CH:10][C:9]([CH2:12][C@H:13]([NH:17][C:18](=[O:24])[O:19][C:20]([CH3:23])([CH3:22])[CH3:21])[CH2:14][CH2:15][OH:16])=[CH:8][CH:7]=1)=[O:5]. Reported procedure: To a cooled (0° C.) solution of 1,1-dimethylethyl [(1S)-1-({4-[1-(ethyloxy)ethenyl]phenyl}methyl)-3-hydroxypropyl]carbamate (15 g, 44 mmol) in tetrahydrofuran (450 mL) and water (150 mL) was added N-bromosuccinamide. The resulting solution was allowed to warm to room temperature and maintained for 90 minutes. The reaction was then concentrated and diluted with ethyl acetate (1 L). The resulting solution was washed with water (1 L) and brine (500 mL), dried (MgSO4) and concentrated to give 19.5 g... Reactants: O(C1=CC=CC=C1)CC(=O)OC (methyl phenoxyacetate), ClCCC(=O)Cl (3-chloropropionyl chloride), [Cl-].[Al+3].[Cl-].[Cl-] (Aluminium chloride), ice. Solvent: ClCCl (dichloromethane). Run at time 1 hour. Product: ClCCC(=O)C1=CC=C(OCC(=O)OC)C=C1 (methyl 4-[3-chloropropanoyl]phenoxyacetate). RXN SMILES: [Cl-].[Al+3].[Cl-].[Cl-].[O:5]([CH2:12][C:13]([O:15][CH3:16])=[O:14])[C:6]1[CH:11]=[CH:10][CH:9]=[CH:8][CH:7]=1.[Cl:17][CH2:18][CH2:19][C:20](Cl)=[O:21]>ClCCl>[Cl:17][CH2:18][CH2:19][C:20]([C:9]1[CH:10]=[CH:11][C:6]([O:5][CH2:12][C:13]([O:15][CH3:16])=[O:14])=[CH:7][CH:8]=1)=[O:21] |f:0.1.2.3|. Procedure: Aluminium chloride (33.35 g) was added portionwise to a stirred cooled (<0° C.) solution of methyl phenoxyacetate (14.46 ml) and 3-chloropropionyl chloride (9.55 ml) in dichloromethane (500 ml). After the addition the ice-bath was removed and the mixture stirred for 1 hour when it was poured into ice-water (500 ml). The organic phase was separated and the aqueous portion extracted two times with dichloromethane. The combined dichloromethane extracts were washed with water, then brine and dried (...